This data is from the Open Reaction Database (ORD), a public repository of structured organic reaction records. The task is: describe an organic reaction: reactants, conditions, products, and yield Starting materials: [Br-], CC(C)[Si](C(C)C)(C(C)C)n1ccc2cc(Br)cnc21, C[Mg+], Cc1ccccc1, O=C(O)CC(O)(CC(=O)O)C(=O)O. Product: Cc1cnc2c(ccn2[Si](C(C)C)(C(C)C)C(C)C)c1. RXN SMILES: [Br-:21].[Br:1][c:2]1[cH:3][c:4]2[c:5]([n:6][cH:7]1)[n:8]([Si:11]([CH:12]([CH3:13])[CH3:14])([CH:15]([CH3:16])[CH3:17])[CH:18]([CH3:19])[CH3:20])[cH:9][cH:10]2.[CH3:22][Mg+:23].[CH3:37][c:38]1[cH:39][cH:40][cH:41][cH:42][cH:43]1.[OH:24][C:25]([CH2:26][C:27]([C:28](=[O:29])[OH:30])([CH2:31][C:32](=[O:33])[OH:34])[OH:35])=[O:36]>>[c:2]1([CH3:25])[cH:3][c:4]2[c:5]([n:6][cH:7]1)[n:8]([Si:11]([CH:12]([CH3:13])[CH3:14])([CH:15]([CH3:16])[CH3:17])[CH:18]([CH3:19])[CH3:20])[cH:9][cH:10]2.